Dataset: the Open Reaction Database (ORD), a public repository of structured organic reaction records. Task: describe an organic reaction: reactants, conditions, products, and yield Reactants: C(C)(=O)[O-].[Na+] (Sodium acetate), C(C)OC(=O)C(CC(=O)O)=CC1=CSC(=C1)C (3-(ethoxycarbonyl)-4-(5-methyl-3-thienyl)but-3-enoic acid). Solvent: ClCCl (dichloromethane), C(C)(=O)OC(C)=O (acetic anhydride). Product: C(C)(=O)OC1=CC(=CC=2C=C(SC21)C)C(=O)OCC (Ethyl 7-(Acetyloxy)-2-methyl-1-benzothiophene-5-carboxylate). Isolated yield 41.7%. RXN SMILES: [C:1]([O-:4])(=[O:3])[CH3:2].[Na+].[CH2:6]([O:8][C:9]([C:11](=[CH:16][C:17]1[CH:21]=[C:20]([CH3:22])[S:19][CH:18]=1)[CH2:12][C:13](O)=O)=[O:10])[CH3:7]>C(OC(=O)C)(=O)C.ClCCl>[C:1]([O:4][C:13]1[C:18]2[S:19][C:20]([CH3:22])=[CH:21][C:17]=2[CH:16]=[C:11]([C:9]([O:8][CH2:6][CH3:7])=[O:10])[CH:12]=1)(=[O:3])[CH3:2] |f:0.1|. Procedure details: Sodium acetate (30 g, 0.36 mol) was added under vigorous stirring to a solution of 3-(ethoxycarbonyl)-4-(5-methyl-3-thienyl)but-3-enoic acid (30 g, 0.12 mol) in 300 mL of acetic anhydride. The reaction mixture was refluxed for 3 h and evaporated in vacuum (˜20 mmHg) at 70° C. until the solvent distillation ceased. The obtained crude product was suspended in 500 mL of dichloromethane. The suspension was filtered. The precipitate was washed by 250 mL of dichloromethane. The combined solutions were... Reactants: CC[O-], Cl, [Na+], [OH-], O, O=C1NC(=O)C(c2cnc3ccccn23)=C1C1=NCCN2c3c(cc(F)cc31)CC2C(=O)N1CCCCC1. Yields the product O, O=C1NC(=O)C(c2cnc3ccccn23)=C1C1=NCCN2c3c(cc(F)cc31)CC2C(=O)N1CCCCC1. RXN SMILES: [CH2:1]([CH3:2])[O-:3].[ClH:42].[Na+:44].[OH-:43].[OH2:45].[n:4]1[cH:5][c:6]([C:13]2=[C:14]([C:20]3=[N:21][CH2:22][CH2:23][N:24]4[c:25]5[c:26]3[cH:27][c:28]([F:41])[cH:29][c:30]5[CH2:31][CH:32]4[C:33](=[O:34])[N:35]3[CH2:36][CH2:37][CH2:38][CH2:39][CH2:40]3)[C:15](=[O:19])[NH:16][C:17]2=[O:18])[n:7]2[c:8]1[cH:9][cH:10][cH:11][cH:12]2>>[OH2:3].[n:4]1[cH:5][c:6]([C:13]2=[C:14]([C:20]3=[N:21][CH2:22][CH2:23][N:24]4[c:25]5[c:26]3[cH:27][c:28]([F:41])[cH:29][c:30]5[CH2:31][CH:32]4[C:33](=[O:34])[N:35]3[CH2:36][CH2:37][CH2:38][CH2:39][CH2:40]3)[C:15](=[O:19])[NH:16][C:17]2=[O:18])[n:7]2[c:8]1[cH:9][cH:10][cH:11][cH:12]2. Reactants: CC(C)(Oc1ccc(F)cc1[N+](=O)[O-])C(C(=O)O)N(Cc1ccccc1)Cc1ccccc1, CO. Yields the product CC(C)(Oc1ccc(F)cc1N)C(C(=O)O)N(Cc1ccccc1)Cc1ccccc1. Reaction SMILES: [CH2:1]([c:2]1[cH:3][cH:4][cH:5][cH:6][cH:7]1)[N:8]([CH:9]([C:10](=[O:11])[OH:12])[C:13]([CH3:14])([CH3:15])[O:16][c:17]1[c:18]([N+:24]([O-:25])=[O:26])[cH:19][c:20]([F:23])[cH:21][cH:22]1)[CH2:27][c:28]1[cH:29][cH:30][cH:31][cH:32][cH:33]1.[CH3:34][OH:35]>>[CH2:1]([c:2]1[cH:3][cH:4][cH:5][cH:6][cH:7]1)[N:8]([CH:9]([C:10](=[O:11])[OH:12])[C:13]([CH3:14])([CH3:15])[O:16][c:17]1[c:18]([NH2:24])[cH:19][c:20]([F:23])[cH:21][cH:22]1)[CH2:27][c:28]1[cH:29][cH:30][cH:31][cH:32][cH:33]1. Reactants: Clc1ccccc1-c1nc(Br)cc(Br)c1CBr, CC(=O)OC(C)(C)C, [Li]CCCC, C1CCOC1, CC(=O)O, CC(C)NC(C)C. The product is CC(C)(C)OC(=O)CCc1c(Br)cc(Br)nc1-c1ccccc1Cl. RXN SMILES: [Br:21][c:22]1[c:23]([CH2:36][Br:37])[c:24](-[c:29]2[c:30]([Cl:35])[cH:31][cH:32][cH:33][cH:34]2)[n:25][c:26]([Br:28])[cH:27]1.[C:13]([CH3:14])(=[O:15])[O:16][C:17]([CH3:18])([CH3:19])[CH3:20].[CH2:1]([Li:2])[CH2:3][CH2:4][CH3:5].[CH2:38]1[O:39][CH2:40][CH2:41][CH2:42]1.[CH3:43][C:44](=[O:45])[OH:46].[CH:6]([NH:7][CH:8]([CH3:9])[CH3:10])([CH3:11])[CH3:12]>>[C:13]([CH2:14][CH2:36][c:23]1[c:22]([Br:21])[cH:27][c:26]([Br:28])[n:25][c:24]1-[c:29]1[c:30]([Cl:35])[cH:31][cH:32][cH:33][cH:34]1)(=[O:15])[O:16][C:17]([CH3:18])([CH3:19])[CH3:20]. Starting materials: CC(Cl)c1cccnc1, NCCC%10=CCCCC%10. The reagents and catalysts are O=C([O-])[O-].[Cs+].[Cs+] (cesium carbonate), [I-].[K+] (potassium iodide). Run in CN(C)C=O (DMF), CN(C)C=O (dmf), CN(C)C=O (DMF). Run at temperature 70 celsius, time 16 hour. The product is CC(C%16=CC=CN=C%16)NCCC%17=CCCCC%17. Reaction SMILES: [C:1]([n:2]1[cH:3][cH:4][n:5][cH:6]1)([n:7]1[cH:8][cH:9][n:10][cH:11]1)=[O:12].[CH2:23]([CH3:24])[O:25][C:26](=[O:27])[CH:28]1[CH2:29][CH2:30][NH:31][CH2:32][CH2:33]1.[F:13][C:14]([C:15]1([C:18](=[O:19])[OH:20])[CH2:16][CH2:17]1)([F:21])[F:22].[O:34]1[CH2:35][CH2:36][CH2:37][CH2:38]1>>[F:13][C:14]([C:15]1([C:18](=[O:19])[N:31]2[CH2:30][CH2:29][CH:28]([C:26]([O:25][CH2:23][CH3:24])=[O:27])[CH2:33][CH2:32]2)[CH2:16][CH2:17]1)([F:21])[F:22]. Reactants: O=C(n1ccnc1)n1ccnc1, CCOC(=O)C1CCNCC1, O=C(O)C1(C(F)(F)F)CC1, C1CCOC1. Yields the product CCOC(=O)C1CCN(C(=O)C2(C(F)(F)F)CC2)CC1.